From a dataset of the Open Reaction Database (ORD), a public repository of structured organic reaction records. describe an organic reaction: reactants, conditions, products, and yield The product is S1C=NC2=C1C=CC=C2 (Benzothiazole). Solvent: C(Cl)Cl (methylene chloride). RXN SMILES: C(N(CC)C(C)C)(C)C.Cl[C:11]1[CH:20]=[CH:19][C:14]2[N:15]=[C:16](N)[S:17][C:13]=2[CH:12]=1.N1(O)C2C=CC=CC=2N=N1.Cl.CN(C)CCCN=C=NCC>C(Cl)Cl>[S:17]1[C:13]2[CH:12]=[CH:11][CH:20]=[CH:19][C:14]=2[N:15]=[CH:16]1 |f:3.4|. Yield: 96.1%. Starting materials: product, C(C)(C)N(C(C)C)CC (N,N-diisopropylethylamine), ClC1=CC2=C(N=C(S2)N)C=C1 (6-chloro-benzothiazol-2-ylamine), N1(N=NC2=C1C=CC=C2)O (benzotriazol-1-ol), Cl.CN(CCCN=C=NCC)C (1-(3-dimethylaminopropyl)-3-ethylcarbodiimide hydrochloride). Reaction conditions: time 8 hour. Procedure details: (S)-2-Amino-succinic acid 4-benzyl ester 1-methyl ester. To a solution of 2-tert-butoxycarbonylamino-succinic acid 4-benzyl ester (25 g, 77.31 mmol) in 2:1 mixture of toluene and methanol (200 ml, 100 ml) at 0° C. was added trimethylsilyldiazomethane (58 ml, 116 mmol) dropwise until a yellow color persisted. After stirring for ten minutes, the reaction was concentrated in vacuo. Purification by silica gel chromatography (10–30% ethyl acetate/hexane) gave 21.2 g of 2-tert-butoxycarbonylamino-succ... Reactants: CC(C)(C)OC(=O)N1CCCC(CO)C1, CS(=O)(=O)Cl, ClCCl, c1ccncc1. Product: CC(C)(C)OC(=O)N1CCCC(COS(C)(=O)=O)C1. Reaction SMILES: [C:1](=[O:2])([O:3][C:4]([CH3:5])([CH3:6])[CH3:7])[N:8]1[CH2:9][CH:10]([CH2:14][OH:15])[CH2:11][CH2:12][CH2:13]1.[CH3:22][S:23]([Cl:24])(=[O:25])=[O:26].[Cl:27][CH2:28][Cl:29].[cH:16]1[cH:17][cH:18][n:19][cH:20][cH:21]1>>[C:1](=[O:2])([O:3][C:4]([CH3:5])([CH3:6])[CH3:7])[N:8]1[CH2:9][CH:10]([CH2:14][O:15][S:23]([CH3:22])(=[O:25])=[O:26])[CH2:11][CH2:12][CH2:13]1. The reactants are C(C)(C)OC1=C(SC2=C1CS(CC2)=O)C(=O)O (3-isopropoxy-5-oxo-6,7-dihydro-4H-thieno[3,2-c]thiopyran-2-carboxylic acid), C(=O)(N1C=NC=C1)N1C=NC=C1 (1,1'-carbonyldiimidazole), NC1=NN=NN1 (5-aminotetrazole). Solvent: CN(C)C=O (DMF). Reaction conditions: temperature 80 celsius, time 18 hour. Yields the product N1N=NN=C1NC(=O)C1=C(C=2CS(CCC2S1)=O)OC(C)C (3-isopropoxy-5-oxo-6,7-dihydro-4H-thieno[3,2-c] thiopyran-2-carboxylic acid (1H-tetrazol-5-yl) amide). The yield is 45.4%. RXN SMILES: [CH:1]([O:4][C:5]1[C:9]2[CH2:10][S:11](=[O:14])[CH2:12][CH2:13][C:8]=2[S:7][C:6]=1[C:15]([OH:17])=O)([CH3:3])[CH3:2].C(N1C=CN=C1)(N1C=CN=C1)=O.[NH2:30][C:31]1[NH:35][N:34]=[N:33][N:32]=1>CN(C=O)C>[NH:32]1[C:31]([NH:30][C:15]([C:6]2[S:7][C:8]3[CH2:13][CH2:12][S:11](=[O:14])[CH2:10][C:9]=3[C:5]=2[O:4][CH:1]([CH3:3])[CH3:2])=[O:17])=[N:35][N:34]=[N:33]1. Procedure details: To a stirred solution of 0.494 g (1.8 mM) of 3-isopropoxy-5-oxo-6,7-dihydro-4H-thieno[3,2-c]thiopyran-2-carboxylic acid (from Preparation 13) in 10 mL of DMF were added 0.438 g (2.7 mmol) of 1,1'-carbonyldiimidazole. The reaction mixture was heated at 80° C. for 60 minutes, followed by addition in one portion of 0.283 g (3.33 mmol) of 5-aminotetrazole. The reaction mixture was heated at 80° C. for 5 hours, cooled to 24° C., and stirred for an additional 18 hours. The mixture was concentrated to ... Reactants: COC(C=1C(C(=O)OC)=CC(=C(C1)N(C)C1=CC=CC=C1)N(C1=CC=CC=C1)C)=O (4,5-bis(N-methyl-N-phenylamino)phthalic acid dimethyl ester), N (ammonia). The solvent is C(CO)O (ethylene glycol). The product is CN(C1=CC=CC=C1)C=1C=C2C(C(=O)NC2=O)=CC1N(C)C1=CC=CC=C1 (4,5-Bis(N-methyl-N-phenylamino)phthalimide). Reaction SMILES: C[O:2][C:3](=O)[C:4]1[C:5](=[CH:10][C:11]([N:22]([CH3:29])[C:23]2[CH:28]=[CH:27][CH:26]=[CH:25][CH:24]=2)=[C:12]([N:14]([C:16]2[CH:21]=[CH:20][CH:19]=[CH:18][CH:17]=2)[CH3:15])[CH:13]=1)[C:6]([O:8]C)=O.[NH3:31]>C(O)CO>[CH3:15][N:14]([C:12]1[CH:13]=[C:4]2[C:3](=[O:2])[NH:31][C:6](=[O:8])[C:5]2=[CH:10][C:11]=1[N:22]([C:23]1[CH:24]=[CH:25][CH:26]=[CH:27][CH:28]=1)[CH3:29])[C:16]1[CH:17]=[CH:18][CH:19]=[CH:20][CH:21]=1. Procedure details: Analogously to Example 1, 66 mg (0.16 mmol) of 4,5-bis(N-methyl-N-phenylamino)phthalic acid dimethyl ester (Example 14 A) in 5 ml of ethylene glycol are heated at 120° and, with stirring, ammonia gas is passed through the mixture for 18 hours. The reaction mixture is cooled, and extracted with ethyl acetate. The ethyl acetate phases are washed in succession three times with water and once with saturated sodium chloride solution, dried with sodium sulfate and concentrated by evaporation. The evap... Reactants: C(CCC)[Sn](CCCC)(CCCC)Cl (tributyltin chloride), C1CCOC1 (THF), BrC=1C=C2C=CC=NC2=CC1 (6-bromoquinoline), C(CCC)[Li] (butyllithium), ice water. Run in CCCCC (pentane), CCOCC (ether). Reaction conditions: time 15 minute. The product is N1=CC=CC2=CC(=CC=C12)[Sn](CCCC)(CCCC)CCCC (6-quinolinyltributylstannane). The yield is 63.5%. RXN SMILES: C1COCC1.Br[C:7]1[CH:8]=[C:9]2[C:14](=[CH:15][CH:16]=1)[N:13]=[CH:12][CH:11]=[CH:10]2.C([Li])CCC.[CH2:22]([Sn:26](Cl)([CH2:31][CH2:32][CH2:33][CH3:34])[CH2:27][CH2:28][CH2:29][CH3:30])[CH2:23][CH2:24][CH3:25]>CCCCC.CCOCC>[N:13]1[C:14]2[C:9](=[CH:8][C:7]([Sn:26]([CH2:27][CH2:28][CH2:29][CH3:30])([CH2:31][CH2:32][CH2:33][CH3:34])[CH2:22][CH2:23][CH2:24][CH3:25])=[CH:16][CH:15]=2)[CH:10]=[CH:11][CH:12]=1. Reported procedure: To 250 mL of THF was added 14 g (67 mmol) of 6-bromoquinoline and 44 mL (88 mmol) of 2M butyllithium in pentane was added at -70° under argon. The reaction was stirred for 15 minutes and 28.4 g (87.2 mmol) of tributyltin chloride was added at such a rate that the temperature remained below -60° . When addition was complete, the mixture was allowed to warm to -50° at which point the dark orange color characteristic of the anion became light amber. The mixture was stirred for 14 hrs at -70° and po... Reactants: [Si](C1=CC=CC=C1)(C1=CC=CC=C1)(C(C)(C)C)OC1CN(C1)C=1SC=C(N1)C(=O)OCC (3-t-butyldiphenylsilyloxy-1-(4-ethoxycarbonyl-1,3-thiazol-2-yl)azetidine), C(C)(=O)OCC (ethyl acetate), [Si](C1=CC=CC=C1)(C1=CC=CC=C1)(C(C)(C)C)OC[C@H](C)N.C[Al](C)C ((1S)-2-(t-butyldiphenylsilyloxy)-1-methylethylamine trimethylaluminium), C(C)(=O)O (acetic acid), C(C)(=O)OCC (ethyl acetate). Run in C1=CC=CC=C1 (benzene), C1=CC=CC=C1 (benzene). Conditions: time 1 hour. Product: [Si](C1=CC=CC=C1)(C1=CC=CC=C1)(C(C)(C)C)OC1CN(C1)C=1SC=C(N1)C(N[C@H](CO[Si](C1=CC=CC=C1)(C1=CC=CC=C1)C(C)(C)C)C)=O (3-t-butyldiphenylsilyloxy-1-{4-[(1S)-2-(t-butyldiphenylsilyloxy)-1-methylethylcarbamoyl]-1,3-thiazol-2-yl}azetidine). The yield is 88.0%. Reaction SMILES: [Si:1]([O:18][CH:19]1[CH2:22][N:21]([C:23]2[S:24][CH:25]=[C:26]([C:28](OCC)=[O:29])[N:27]=2)[CH2:20]1)([C:14]([CH3:17])([CH3:16])[CH3:15])([C:8]1[CH:13]=[CH:12][CH:11]=[CH:10][CH:9]=1)[C:2]1[CH:7]=[CH:6][CH:5]=[CH:4][CH:3]=1.[Si:33]([O:50][CH2:51][C@@H:52]([NH2:54])[CH3:53])([C:46]([CH3:49])([CH3:48])[CH3:47])([C:40]1[CH:45]=[CH:44][CH:43]=[CH:42][CH:41]=1)[C:34]1[CH:39]=[CH:38][CH:37]=[CH:36][CH:35]=1.C[Al](C)C.C(O)(=O)C.C(OCC)(=O)C>C1C=CC=CC=1>[Si:1]([O:18][CH:19]1[CH2:22][N:21]([C:23]2[S:24][CH:25]=[C:26]([C:28](=[O:29])[NH:54][C@@H:52]([CH3:53])[CH2:51][O:50][Si:33]([C:46]([CH3:48])([CH3:49])[CH3:47])([C:40]3[CH:41]=[CH:42][CH:43]=[CH:44][CH:45]=3)[C:34]3[CH:35]=[CH:36][CH:37]=[CH:38][CH:39]=3)[N:27]=2)[CH2:20]1)([C:14]([CH3:17])([CH3:16])[CH3:15])([C:2]1[CH:3]=[CH:4][CH:5]=[CH:6][CH:7]=1)[C:8]1[CH:13]=[CH:12][CH:11]=[CH:10][CH:9]=1 |f:1.2|. Procedure details: Subsequently, to a solution of 3-t-butyldiphenylsilyloxy-1-(4-ethoxycarbonyl-1,3-thiazol-2-yl)azetidine (2.0 g, 4.29 mmol) (obtained as described in Reference Example 2(1)) in benzene (100 ml) was added a solution of 0.67M (1S)-2-(t-butyldiphenylsilyloxy)-1-methylethylamine-trimethylaluminium in benzene (12.9 ml) at room temperature under an atmosphere of nitrogen. The mixture was heated under reflux overnight. After checking the completion of the reaction, 10% aqueous acetic acid solution (100 ...